From a dataset of the Open Reaction Database (ORD), a public repository of structured organic reaction records. describe an organic reaction: reactants, conditions, products, and yield As a reaction SMILES: [CH2:1]([C:4]1[CH:21]=[C:20]([CH2:22]O)[CH:19]=[C:18]([CH2:24][CH2:25][CH3:26])[C:5]=1[O:6][C:7]1[CH:12]=[CH:11][CH:10]=[CH:9][C:8]=1[CH2:13][C:14]([O:16][CH3:17])=[O:15])[CH2:2][CH3:3].P(Br)(Br)[Br:28].Br>C(Cl)(Cl)(Cl)Cl>[CH2:1]([C:4]1[CH:21]=[C:20]([CH2:22][Br:28])[CH:19]=[C:18]([CH2:24][CH2:25][CH3:26])[C:5]=1[O:6][C:7]1[CH:12]=[CH:11][CH:10]=[CH:9][C:8]=1[CH2:13][C:14]([O:16][CH3:17])=[O:15])[CH2:2][CH3:3]. Procedure: To a solution of 2.66.1 g (7.46 mmol) of the product of Step A dissolved in 15 mL of carbon tetrachloride was added 0.709 mL (7.47 mmol) of phosphorous tribromide and the reaction mixture was magnetically stirred at room temperature for 30 min as hydrogen bromide was evolved. The magnetic stir bar was removed, and the reaction mixture was concentrated in vacuo. The residue was redissolved and evaporated from carbon tetrachloride several times to remove most of the hydrogen bromide. Finally, the ... Run in C(Cl)(Cl)(Cl)Cl (carbon tetrachloride). Reactants: C(CC)C1=C(OC2=C(C=CC=C2)CC(=O)OC)C(=CC(=C1)CO)CCC (Methyl 2-(2,6-Dipropyl-4-Hydroxymethyl-Phenoxy)Phenylacetate), Br (hydrogen bromide), P(Br)(Br)Br (phosphorous tribromide). Product: 2.129, C(CC)C1=C(OC2=C(C=CC=C2)CC(=O)OC)C(=CC(=C1)CBr)CCC (Methyl 2-(2,6-Dipropyl-4-Bromomethyl -Phenoxy)Phenylacetate). Isolated yield 68.0%. Reactants: ClC1=C(C=CC(=C1)Cl)N1C(N(C2=NC(=NC=C2C1)NC1=CC=C(C=C1)OCCN(CC)CC)C1=CC(=CC=C1)CCOS(=O)(=O)C)=O (3-(2,4-dichlorophenyl)-7-[4-[2-(diethylamino)ethoxy]anilino]-3,4-dihydro-1-[3-(2-methanesulfonyloxyethyl)phenyl]pyrimido[4,5-d]pyrimidin-2(1H)-one), solution, CNC (dimethylamine). Run in C(C)O (ethanol). Run at temperature 50 celsius. Product: ClC1=C(C=CC(=C1)Cl)N1C(N(C2=NC(=NC=C2C1)NC1=CC=C(C=C1)OCCN(CC)CC)C1=CC(=CC=C1)CCN(C)C)=O (3-(2,4-dichlorophenyl)-7-[4-[2-(diethylamino)ethoxy]anilino]-3,4-dihydro-1-[3-(2-(dimethylamino)ethyl)phenyl]pyrimido[4,5-d]pyrimidin-2(1H)-one). The yield is 22.0%. As a reaction SMILES: [Cl:1][C:2]1[CH:7]=[C:6]([Cl:8])[CH:5]=[CH:4][C:3]=1[N:9]1[CH2:18][C:17]2[C:12](=[N:13][C:14]([NH:19][C:20]3[CH:25]=[CH:24][C:23]([O:26][CH2:27][CH2:28][N:29]([CH2:32][CH3:33])[CH2:30][CH3:31])=[CH:22][CH:21]=3)=[N:15][CH:16]=2)[N:11]([C:34]2[CH:39]=[CH:38][CH:37]=[C:36]([CH2:40][CH2:41]OS(C)(=O)=O)[CH:35]=2)[C:10]1=[O:47].[CH3:48][NH:49][CH3:50]>C(O)C>[Cl:1][C:2]1[CH:7]=[C:6]([Cl:8])[CH:5]=[CH:4][C:3]=1[N:9]1[CH2:18][C:17]2[C:12](=[N:13][C:14]([NH:19][C:20]3[CH:25]=[CH:24][C:23]([O:26][CH2:27][CH2:28][N:29]([CH2:30][CH3:31])[CH2:32][CH3:33])=[CH:22][CH:21]=3)=[N:15][CH:16]=2)[N:11]([C:34]2[CH:39]=[CH:38][CH:37]=[C:36]([CH2:40][CH2:41][N:49]([CH3:50])[CH3:48])[CH:35]=2)[C:10]1=[O:47]. Procedure details: 50 mg (0.07 mmol) of 3-(2,4-dichlorophenyl)-7-[4-[2-(diethylamino)ethoxy]anilino]-3,4-dihydro-1-[3-(2-methanesulfonyloxyethyl)phenyl]pyrimido[4,5-d]pyrimidin-2(1H)-one of Example 81(a) was treated with 3 ml of a 33% solution of dimethylamine in ethanol and the mixture heated at 50° C. for 3 hours. The mixture was cooled and evaporated. The product was purified by column chromatography on silica gel using dichloromethane/methanol/acetic acid/water (240:24:3:2) for the elution. Product-containing ... Reactants: Cl (Hydrochloric acid), C1OOC(CCC2=CC=C(C=C2)C=O)(OC)OOC1 (Methyl 3-(4-formylphenyl)propanoate ethylenedioxy acetal). The solvent is O1CCCC1 (tetrahydrofuran). Reaction conditions: time 8 hour. The product is C(=O)C1=CC=C(C=C1)CCC(=O)OC (Methyl 3-(4-formylphenyl)propanoate). Isolated yield 80.6%. As a reaction SMILES: Cl.C1COO[C:5]([O:16][CH3:17])([CH2:6][CH2:7][C:8]2[CH:13]=[CH:12][C:11]([CH:14]=[O:15])=[CH:10][CH:9]=2)[O:4]O1>O1CCCC1>[CH:14]([C:11]1[CH:12]=[CH:13][C:8]([CH2:7][CH2:6][C:5]([O:16][CH3:17])=[O:4])=[CH:9][CH:10]=1)=[O:15]. Procedure details: 1M Hydrochloric acid (182 ml) was added to a stirred solution of methyl 3-(4-formylphenyl)propanoate ethylenedioxy acetal (16 g, 68 mmole, from example 33) in tetrahydrofuran (1100 ml) at 0° C. and the mixture stirred overnight at room temperature. The acid was neutralised and the product was extracted into ether. Evaporation of the dried (MgSO4) extracts gave 10.54 g (81%) of the title compound as an oil, νmax (film) 1735, 1700, 1605 cm-1, which was used without further purification.